From a dataset of the Open Reaction Database (ORD), a public repository of structured organic reaction records. describe an organic reaction: reactants, conditions, products, and yield Starting materials: CN(C)C=C1CCN(C2=C(C1=O)C=CC=C2)C(C2=CC=C(C=C2)[N+](=O)[O-])=O (4-[(dimethylamino)methylene]-1,2,3,4-tetrahydro-1-(4-nitrobenzoyl)-5H-1-benzazepin-5-one), CNN (methylhydrazine). The solvent is CO (methyl alcohol). Yields the product CN1N=C2C(CCN(C3=C2C=CC=C3)C(C3=CC=C(C=C3)[N+](=O)[O-])=O)=C1 (2,4,5,6-Tetrahydro-2-methyl-6-(4-nitrobenzoyl)pyrazolo[4,3-d][1]benzazepine). RXN SMILES: [CH3:1][N:2]([CH:4]=[C:5]1[C:11](=O)[C:10]2[CH:13]=[CH:14][CH:15]=[CH:16][C:9]=2[N:8]([C:17](=[O:27])[C:18]2[CH:23]=[CH:22][C:21]([N+:24]([O-:26])=[O:25])=[CH:20][CH:19]=2)[CH2:7][CH2:6]1)C.C[NH:29]N>CO>[CH3:1][N:2]1[CH:4]=[C:5]2[CH2:6][CH2:7][N:8]([C:17](=[O:27])[C:18]3[CH:19]=[CH:20][C:21]([N+:24]([O-:26])=[O:25])=[CH:22][CH:23]=3)[C:9]3[CH:16]=[CH:15][CH:14]=[CH:13][C:10]=3[C:11]2=[N:29]1. Reported procedure: A solution of 0.150 g of 4-[(dimethylamino)methylene]-1,2,3,4-tetrahydro-1-(4-nitrobenzoyl)-5H-1-benzazepin-5-one and 44 μl of methylhydrazine in 5 ml of methyl alcohol is heated at reflux for 18 hours. A precipitate forms on standing. The volatiles are evaporated to a residue which is purified by column chromatography on silica gel by elution with 5% ethyl acetate-methylene chloride. The product fractions are combined and the volatiles evaporated to a residue which is dissolved in chloroform-me... Starting materials: aqueous solution, [OH-].[Na+] (sodium hydroxide), O1C=C(C=C1)C1=CC(=C(C(=O)O)C=C1)NC(C1=C(C=CC(=C1)C=1C=NC=CC1)O)=O (4-(furan-3-yl)-2-(2-hydroxy-5-(pyridin-3-yl)benzamido)benzoic acid). Run in C(C)O (Ethanol). Reaction conditions: time 1 hour. Yields the product O1C=C(C=C1)C1=CC(=C(C(=O)[O-])C=C1)NC(C1=C(C=CC(=C1)C=1C=NC=CC1)O)=O.[Na+] (sodium 4-(furan-3-yl)-2-(2-hydroxy-5-(pyridin-3-yl)benzamido)benzoate). As a reaction SMILES: [OH-].[Na+:2].[O:3]1[CH:7]=[CH:6][C:5]([C:8]2[CH:16]=[CH:15][C:11]([C:12]([OH:14])=[O:13])=[C:10]([NH:17][C:18](=[O:32])[C:19]3[CH:24]=[C:23]([C:25]4[CH:26]=[N:27][CH:28]=[CH:29][CH:30]=4)[CH:22]=[CH:21][C:20]=3[OH:31])[CH:9]=2)=[CH:4]1>C(O)C>[O:3]1[CH:7]=[CH:6][C:5]([C:8]2[CH:16]=[CH:15][C:11]([C:12]([O-:14])=[O:13])=[C:10]([NH:17][C:18](=[O:32])[C:19]3[CH:24]=[C:23]([C:25]4[CH:26]=[N:27][CH:28]=[CH:29][CH:30]=4)[CH:22]=[CH:21][C:20]=3[OH:31])[CH:9]=2)=[CH:4]1.[Na+:2] |f:0.1,4.5|. Procedure details: Ethanol (1.5 mL) and a 1 mol/L aqueous solution of sodium hydroxide (0.19 mL) were added to the obtained 4-(furan-3-yl)-2-(2-hydroxy-5-(pyridin-3-yl)benzamido)benzoic acid (0.081 g), followed by stirring at room temperature for 1 hour. The solid substance was collected by filtration to obtain 0.048 g of sodium 4-(furan-3-yl)-2-(2-hydroxy-5-(pyridin-3-yl)benzamido)benzoate as a white solid. Reactants: ClC1=CC(=NC=2N1N=C(C2)C)N (7-chloro-2-methylpyrazolo[1,5-a]pyrimidin-5-amine), C1(=CC=CC=C1)B(O)O (phenylboronic acid), C(=O)(O)[O-].[Na+] (NaHCO3). The reagents and catalysts are Cl[Pd]Cl.C1(=CC=CC=C1)P([C-]1C=CC=C1)C1=CC=CC=C1.[C-]1(C=CC=C1)P(C1=CC=CC=C1)C1=CC=CC=C1.[Fe+2] ([1,1′-bis(diphenylphosphino)ferrocene]-dichloropalladium(II)). Run in [Cl-].[Na+].O (Brine), O1CCOCC1 (dioxane). Conditions: temperature 100 celsius. Yields the product CC1=NN2C(=NC(=CC2=C1)N)C1=CC=CC=C1 (2-methyl-7-phenylpyrazolo[1,5-c]pyrimidin-5-amine). The yield is 17.8%. As a reaction SMILES: Cl[C:2]1[N:7]2[N:8]=[C:9]([CH3:11])[CH:10]=[C:6]2[N:5]=[C:4]([NH2:12])[CH:3]=1.[C:13]1(B(O)O)[CH:18]=[CH:17][CH:16]=[CH:15][CH:14]=1.C([O-])(O)=O.[Na+]>O1CCOCC1.[Cl-].[Na+].O.Cl[Pd]Cl.C1(P(C2C=CC=CC=2)[C-]2C=CC=C2)C=CC=CC=1.[C-]1(P(C2C=CC=CC=2)C2C=CC=CC=2)C=CC=C1.[Fe+2]>[CH3:11][C:9]1[CH:10]=[C:2]2[N:7]([C:6]([C:13]3[CH:18]=[CH:17][CH:16]=[CH:15][CH:14]=3)=[N:5][C:4]([NH2:12])=[CH:3]2)[N:8]=1 |f:2.3,5.6.7,8.9.10.11|. Reported procedure: 7-Chloro-2-methylpyrazolo[1,5-a]pyrimidin-5-amine (1J, 10 g, 55 mmol), phenylboronic acid (7.3 g, 60 mmol), and [1,1′-bis(diphenylphosphino)ferrocene]-dichloropalladium(II) (1.0 g, 1.4 mmol) were mixed in dioxane (120 ml) and saturated NaHCO3 (60 ml). The mixture was then heated at 100° C. for 4 hours. After cooling to room temperature, Brine was added and the mixture was extracted with EtOAc five times. Combined organics were washed with brine, dried over MgSO4, filtered and concentrated in vac...